The task is: describe an organic reaction: reactants, conditions, products, and yield. This data is from the Open Reaction Database (ORD), a public repository of structured organic reaction records. Starting materials: CC(C)=O, N#C[K], Cc1cn(-c2cc(C)c(N)c(I)c2)cn1, O. The product is Cc1cn(-c2cc(C)c(N)c(C#N)c2)cn1. RXN SMILES: [CH3:19][C:20]([CH3:21])=[O:22].[K:16][C:17]#[N:18].[NH2:1][c:2]1[c:3]([CH3:15])[cH:4][c:5](-[n:9]2[cH:10][n:11][c:12]([CH3:14])[cH:13]2)[cH:6][c:7]1[I:8].[OH2:23]>>[NH2:1][c:2]1[c:3]([CH3:15])[cH:4][c:5](-[n:9]2[cH:10][n:11][c:12]([CH3:14])[cH:13]2)[cH:6][c:7]1[C:17]#[N:18]. Starting materials: Cc1nc(C)c(-c2ccc(-c3ccc(CC(=O)O)cc3Cl)cc2)nc1C(N)=O, CCN(C(C)C)C(C)C, CCN=C=NCCCN(C)C, Cl, CCOC(=O)C1CCNCC1, CN(C)C=O, On1nnc2ccccc21. Yields the product CCOC(=O)C1CCN(C(=O)Cc2ccc(-c3ccc(-c4nc(C(N)=O)c(C)nc4C)cc3)c(Cl)c2)CC1. Reaction SMILES: [C:21]([NH2:22])(=[O:23])[c:24]1[c:25]([CH3:48])[n:26][c:27]([CH3:47])[c:28](-[c:30]2[cH:31][cH:32][c:33](-[c:36]3[c:37]([Cl:46])[cH:38][c:39]([CH2:42][C:43](=[O:44])[OH:45])[cH:40][cH:41]3)[cH:34][cH:35]2)[n:29]1.[CH2:12]([N:13]([CH:14]([CH3:15])[CH3:16])[CH:17]([CH3:18])[CH3:19])[CH3:20].[CH3:50][N:51]([CH3:52])[CH2:53][CH2:54][CH2:55][N:56]=[C:57]=[N:58][CH2:59][CH3:60].[ClH:49].[NH:1]1[CH2:2][CH2:3][CH:4]([C:7](=[O:8])[O:9][CH2:10][CH3:11])[CH2:5][CH2:6]1.[O:71]=[CH:72][N:73]([CH3:74])[CH3:75].[n:61]1([OH:62])[c:63]2[cH:64][cH:65][cH:66][cH:67][c:68]2[n:69][n:70]1>>[N:1]1([C:43]([CH2:42][c:39]2[cH:38][c:37]([Cl:46])[c:36](-[c:33]3[cH:32][cH:31][c:30](-[c:28]4[c:27]([CH3:47])[n:26][c:25]([CH3:48])[c:24]([C:21]([NH2:22])=[O:23])[n:29]4)[cH:35][cH:34]3)[cH:41][cH:40]2)=[O:44])[CH2:2][CH2:3][CH:4]([C:7](=[O:8])[O:9][CH2:10][CH3:11])[CH2:5][CH2:6]1.